From a dataset of the Open Reaction Database (ORD), a public repository of structured organic reaction records. describe an organic reaction: reactants, conditions, products, and yield Reactants: [N+](=O)([O-])C=1SC=CC1 (2-nitrothiophene), [Cl-].[Al+3].[Cl-].[Cl-] (aluminum chloride). Solvent: C(Cl)(Cl)Cl (chloroform). The product is [N+](=O)([O-])C=1SC(=C(C1)Cl)Cl (2-nitro-4,5-dichlorothiophene). RXN SMILES: [N+:1]([C:4]1[S:5][CH:6]=[CH:7][CH:8]=1)([O-:3])=[O:2].[Cl-:9].[Al+3].[Cl-:11].[Cl-]>C(Cl)(Cl)Cl>[N+:1]([C:4]1[S:5][C:6]([Cl:11])=[C:7]([Cl:9])[CH:8]=1)([O-:3])=[O:2] |f:1.2.3.4|. Procedure details: To a solution of 2-nitrothiophene (10.0 g, 77.5 mmol) in 60 ml of chloroform is added aluminum chloride (6.0 g, 45.0 mmol). The mixture is cooled to 10° and chlorine gas is bubbled through for 3 hours at 25°-30°. Nitrogen gas is then bubbled through the mixture for 10 min., after which the mixture is poured into ice water and extracted with chloroform. The combined chloroform layers are washed with water and with brine and dried to give 2-nitro-4,5-dichlorothiophene. Yields the product Cc1cccc(COc2ccc([N+](=O)[O-])cc2Cl)n1. Starting materials: O=C([O-])[O-], Cc1cccc(CO)n1, CC#N, O=[N+]([O-])c1ccc(F)c(Cl)c1, [K+], [K+]. RXN SMILES: [C:10](=[O:11])([O-:12])[O-:13].[CH3:1][c:2]1[cH:3][cH:4][cH:5][c:6]([CH2:8][OH:9])[n:7]1.[CH3:27][C:28]#[N:29].[Cl:16][c:17]1[c:18]([F:26])[cH:19][cH:20][c:21]([N+:23](=[O:24])[O-:25])[cH:22]1.[K+:14].[K+:15]>>[CH3:1][c:2]1[cH:3][cH:4][cH:5][c:6]([CH2:8][O:9][c:18]2[c:17]([Cl:16])[cH:22][c:21]([N+:23](=[O:24])[O-:25])[cH:20][cH:19]2)[n:7]1. Product: C1(=CC=CC=C1)S(=O)(=O)N1C(=CC=2C1=NC=C(C2)F)C(=CC(C)C)C2=CC=C(C=C2)S(=O)(=O)C (1-benzenesulfonyl-5-fluoro-2-[1-(4-methanesulfonyl-phenyl)-3-methyl-but-1-enyl]-1H-pyrrolo[2,3-b]pyridine). Isolated yield 90.3%. As a reaction SMILES: [C:1]1([S:7]([N:10]2[C:14]3=[N:15][CH:16]=[C:17]([F:19])[CH:18]=[C:13]3[CH:12]=[C:11]2[C:20](OS(C2C=CC(C)=CC=2)(=O)=O)=[CH:21][CH:22]([CH3:24])[CH3:23])(=[O:9])=[O:8])[CH:6]=[CH:5][CH:4]=[CH:3][CH:2]=1.[CH3:36][S:37]([C:40]1[CH:45]=[CH:44][C:43](B(O)O)=[CH:42][CH:41]=1)(=[O:39])=[O:38].C(=O)([O-])[O-].[Na+].[Na+]>O1CCOCC1.C(OCC)(=O)C.Cl[Pd](Cl)([P](C1C=CC=CC=1)(C1C=CC=CC=1)C1C=CC=CC=1)[P](C1C=CC=CC=1)(C1C=CC=CC=1)C1C=CC=CC=1>[C:1]1([S:7]([N:10]2[C:14]3=[N:15][CH:16]=[C:17]([F:19])[CH:18]=[C:13]3[CH:12]=[C:11]2[C:20]([C:43]2[CH:44]=[CH:45][C:40]([S:37]([CH3:36])(=[O:39])=[O:38])=[CH:41][CH:42]=2)=[CH:21][CH:22]([CH3:23])[CH3:24])(=[O:9])=[O:8])[CH:2]=[CH:3][CH:4]=[CH:5][CH:6]=1 |f:2.3.4,^1:69,88|. Solvent: C(C)(=O)OCC (ethyl acetate), O1CCOCC1 (dioxane). Reported procedure: To a mixture of toluene-4-sulfonic acid 1-(1-benzenesulfonyl-5-fluoro-1H-pyrrolo[2,3-b]pyridin-2-yl)-3-methyl-but-1-enyl ester (1 g, 2 mmol), 4-(methanesulfonyl)phenylboronic acid (1 g, 5 mmol) and dichlorobis(triphenylphosphine)palladium (II) (140 mg, 0.2 mmol) in dioxane (8 mL) was added an aqueous sodium carbonate solution (2 M, 2.5 mL). The resulting mixture was subjected to microwave irradiation for 2 h at 100° C. The mixture was diluted with ethyl acetate (100 mL), washed with a saturated ... Reagents/catalysts: Cl[Pd]([P](C1=CC=CC=C1)(C2=CC=CC=C2)C3=CC=CC=C3)([P](C4=CC=CC=C4)(C5=CC=CC=C5)C6=CC=CC=C6)Cl (dichlorobis(triphenylphosphine)palladium). Reactants: C1(=CC=CC=C1)S(=O)(=O)N1C(=CC=2C1=NC=C(C2)F)C(=CC(C)C)OS(=O)(=O)C2=CC=C(C=C2)C (toluene-4-sulfonic acid 1-(1-benzenesulfonyl-5-fluoro-1H-pyrrolo[2,3-b]pyridin-2-yl)-3-methyl-but-1-enyl ester), CS(=O)(=O)C1=CC=C(C=C1)B(O)O (4-(methanesulfonyl)phenylboronic acid), C([O-])([O-])=O.[Na+].[Na+] (sodium carbonate). Reactants: O=C(CBr)c1ccc(Cl)cc1Cl, CCO, [K+], O, N#C[S-]. The product is N#CSCC(=O)c1ccc(Cl)cc1Cl. RXN SMILES: [Br:1][CH2:2][C:3](=[O:4])[c:5]1[c:6]([Cl:12])[cH:7][c:8]([Cl:11])[cH:9][cH:10]1.[CH3:18][CH2:19][OH:20].[K+:13].[OH2:17].[S-:14][C:15]#[N:16]>>[CH2:2]([C:3](=[O:4])[c:5]1[c:6]([Cl:12])[cH:7][c:8]([Cl:11])[cH:9][cH:10]1)[S:14][C:15]#[N:16].